This data is from the Open Reaction Database (ORD), a public repository of structured organic reaction records. The task is: describe an organic reaction: reactants, conditions, products, and yield Starting materials: O=C1N(CCCC1)C1=CC=C(COC(CCCCBr)=O)C=C1 (5-Bromo-pentanoic acid 4-(2-oxo-piperidin-1-yl)-benzyl Ester), [OH-].[Na+] (NaOH). Run in CO (MeOH). Run at time 20 minute. The product is OCC1=CC=C(C=C1)N1C(CCCC1)=O (1-(4-Hydroxymethyl-phenyl)-piperidin-2-one). Reaction SMILES: [O:1]=[C:2]1[CH2:7][CH2:6][CH2:5][CH2:4][N:3]1[C:8]1[CH:22]=[CH:21][C:11]([CH2:12][O:13]C(=O)CCCCBr)=[CH:10][CH:9]=1.[OH-].[Na+]>CO>[OH:13][CH2:12][C:11]1[CH:10]=[CH:9][C:8]([N:3]2[CH2:4][CH2:5][CH2:6][CH2:7][C:2]2=[O:1])=[CH:22][CH:21]=1 |f:1.2|. Reported procedure: The oxo-piperdinyl intermediate from Step 2 (2 g, 5.43 mmol) was dissolved in MeOH and treated with 1N NaOH (20 mL). The reaction was stirred for 20 minutes. The reaction mixture was concentrated in vacuo. The resulting oil was partitioned between H2O and EtOAc. The layers were separated and the organic layer was dried (MgSO4), filtered and concentrated to give the title compound as an off-white solid. Starting materials: CCCCCC, O=C(NC1CCN(CCc2ccc([N+](=O)[O-])cc2)CC1)c1ccccc1, O=[Pt], c1ccccc1. Product: Nc1ccc(CCN2CCC(NC(=O)c3ccccc3)CC2)cc1. RXN SMILES: [CH3:35][CH2:36][CH2:37][CH2:38][CH2:39][CH3:40].[N+:1]([O-:2])(=[O:3])[c:4]1[cH:5][cH:6][c:7]([CH2:10][CH2:11][N:12]2[CH2:13][CH2:14][CH:15]([NH:18][C:19]([c:20]3[cH:21][cH:22][cH:23][cH:24][cH:25]3)=[O:26])[CH2:16][CH2:17]2)[cH:8][cH:9]1.[Pt:33]=[O:34].[cH:27]1[cH:28][cH:29][cH:30][cH:31][cH:32]1>>[NH2:1][c:4]1[cH:5][cH:6][c:7]([CH2:10][CH2:11][N:12]2[CH2:13][CH2:14][CH:15]([NH:18][C:19]([c:20]3[cH:21][cH:22][cH:23][cH:24][cH:25]3)=[O:26])[CH2:16][CH2:17]2)[cH:8][cH:9]1. The reactants are C(OCC)(OCC)OCC (triethyl orthoformate), O[C@H]1[C@@H]2[C@]3(CCC(CC3CC[C@H]2[C@@H]2C=CC([C@@]2(C)C1)=O)=O)C (11α-Hydroxyandrostendione), O.C=1(C(=CC=CC1)S(=O)(=O)O)C (toluene sulfonic acid hydrate), C(OCC)(OCC)OCC (Triethyl orthoformate). Solvent: C(C)O (Ethanol). Conditions: temperature 5 celsius. Product: C(C)OC1=CC2=CC[C@H]3[C@@H]4CCC([C@@]4(C)C[C@H]([C@@H]3[C@]2(CC1)C)O)=O (3-ethoxy-11α-hydroxy-androsta-3,5-diene-17-one). As a reaction SMILES: [OH:1][C@@H:2]1[CH2:19][C@@:17]2([CH3:18])[C@@H:13]([CH:14]=[CH:15][C:16]2=[O:20])[C@H:12]2[C@H:3]1[C@:4]1([CH3:22])[CH:9]([CH2:10][CH2:11]2)[CH2:8][C:7](=[O:21])[CH2:6][CH2:5]1.O.[C:24]1(C)C(S(O)(=O)=O)=CC=C[CH:29]=1.C(OCC)(OCC)OCC>C(O)C>[CH2:24]([O:21][C:7]1[CH2:6][CH2:5][C@@:4]2([CH3:22])[C:9](=[CH:10][CH2:11][C@@H:12]3[C@@H:3]2[C@H:2]([OH:1])[CH2:19][C@@:17]2([CH3:18])[C@H:13]3[CH2:14][CH2:15][C:16]2=[O:20])[CH:8]=1)[CH3:29] |f:1.2|. Reported procedure: 11α-Hydroxyandrostendione (429.5 g) and toluene sulfonic acid hydrate (7.1) were charged to a reaction flask under nitrogen. Ethanol (2.58 L) was added to the reactor, and the resulting solution cooled to 5° C. Triethyl orthoformate (334.5 g) was added to the solution over a 15 minute period at 0° to 15° C. After the triethyl orthoformate addition was complete the reaction mixture was warmed to 40° C. and reacted at that temperature for 2 hours, after which the temperature was increased to reflu... Reactants: ClC(=O)OC(C)C (isopropyl chloroformate), ice water, NC1=NC(=C(C=C1)OCC)OCC (2-Amino-5,6-diethoxypyridine), C(C)N(C1=CC=CC=C1)CC (N,N-diethylaniline), resultant solution. Run in C(C)(=O)OCC (ethyl acetate). Run at time 12 hour. Product: C(C)(C)OC(=O)NC1=NC(=C(C=C1)OCC)OCC (2-isopropyloxycarbonylamino-5,6,-diethoxypyridine). Yield: 83.2%. Reaction SMILES: [NH2:1][C:2]1[CH:7]=[CH:6][C:5]([O:8][CH2:9][CH3:10])=[C:4]([O:11][CH2:12][CH3:13])[N:3]=1.C(N(CC)C1C=CC=CC=1)C.Cl[C:26]([O:28][CH:29]([CH3:31])[CH3:30])=[O:27]>C(OCC)(=O)C>[CH:29]([O:28][C:26]([NH:1][C:2]1[CH:7]=[CH:6][C:5]([O:8][CH2:9][CH3:10])=[C:4]([O:11][CH2:12][CH3:13])[N:3]=1)=[O:27])([CH3:31])[CH3:30]. Procedure: 2-Amino-5,6-diethoxypyridine (1.83 g) and N,N-diethylaniline (1.49 g) were dissolved in ethyl acetate (30 ml). To the resultant solution, there was dropwise added isopropyl chloroformate (1.23 g) in 5 minutes under ice-cooling. The resulting mixture was allowed to stand at room temperature for 12 hours, poured into ice-water and extracted with ethyl acetate. The extract was washed with water, dried over magnesium sulfate and concentrated under reduced pressure. The residue was purified by basic ... Reactants: Cc1ccccc1O, COc1ccc2c(Cl)nc(Nc3cc(C)[nH]n3)cc2c1. Yields the product COc1ccc2c(Oc3ccccc3C)nc(Nc3cc(C)[nH]n3)cc2c1. As a reaction SMILES: [CH3:1][c:2]1[c:3]([OH:8])[cH:4][cH:5][cH:6][cH:7]1.[Cl:9][c:10]1[n:11][c:12]([NH:22][c:23]2[n:24][nH:25][c:26]([CH3:28])[cH:27]2)[cH:13][c:14]2[cH:15][c:16]([O:20][CH3:21])[cH:17][cH:18][c:19]12>>[CH3:1][c:2]1[c:3]([O:8][c:10]2[n:11][c:12]([NH:22][c:23]3[n:24][nH:25][c:26]([CH3:28])[cH:27]3)[cH:13][c:14]3[cH:15][c:16]([O:20][CH3:21])[cH:17][cH:18][c:19]23)[cH:4][cH:5][cH:6][cH:7]1. Starting materials: N1(N=CC2=CC=C3C(=C12)C=CO3)CCN (2-(1H-furo[2,3-g]indazol-1-yl)ethylamine), C(C)OC(C)=O.Cl (hydrochloric acid ethyl acetate). Run in C(C)O (ethanol), C(C)(=O)OCC (ethyl acetate). Yields the product Cl.N1(N=CC2=CC=C3C(=C12)C=CO3)CCN (2-(1H-furo[2,3-g]indazol-1-yl)ethylamine hydrochloride). Reaction SMILES: [N:1]1([CH2:13][CH2:14][NH2:15])[C:9]2[C:4](=[CH:5][CH:6]=[C:7]3[O:12][CH:11]=[CH:10][C:8]3=2)[CH:3]=[N:2]1.C(OC(=O)C)C.[ClH:22]>C(O)C.C(OCC)(=O)C>[ClH:22].[N:1]1([CH2:13][CH2:14][NH2:15])[C:9]2[C:4](=[CH:5][CH:6]=[C:7]3[O:12][CH:11]=[CH:10][C:8]3=2)[CH:3]=[N:2]1 |f:1.2,5.6|. Procedure details: A 1.60 g of potassium hydroxide was added to an ethylene glycol (20 ml) solution containing 0.51 g of [2-(1H-furo[2,3-g]indazol-1-yl)ethyl]acetamide, and the mixture was stirred at 170° C. for 2 hours. The reaction solution was cooled, diluted with water and then extracted with ethyl acetate. The organic layers were combined, washed with water and brine and then dried over anhydrous magnesium sulfate. After removal of the drying agent by filtration, the filtrate was concentrated and the thus obt...